From a dataset of the Open Reaction Database (ORD), a public repository of structured organic reaction records. describe an organic reaction: reactants, conditions, products, and yield Reactants: ClC1=CC=C(C=C1)C(CN1N=CN=C1)=O (1-(4-chlorophenyl)-2-(1H-1,2,4-triazol-1-yl) ethanone), SCCO (2-mercaptoethanol), C1(=CC=C(C=C1)S(=O)(=O)O)C (p-toluenesulfonic acid). Run in C1(=CC=CC=C1)C (toluene), C(CCC)O (1-butanol), C1CCCCC1 (cyclohexane). The product is ClC1=CC=C(C=C1)C1(OCCS1)CN1N=CN=C1 (1-[[2-(4-chlorophenyl)-1,3-oxathiolan-2-yl]methyl]-1H-1,2,4-triazole). Isolated yield 27.9%. Reaction SMILES: [Cl:1][C:2]1[CH:7]=[CH:6][C:5]([C:8](=[O:15])[CH2:9][N:10]2[CH:14]=[N:13][CH:12]=[N:11]2)=[CH:4][CH:3]=1.[SH:16][CH2:17][CH2:18]O.C1(C)C=CC(S(O)(=O)=O)=CC=1>C1(C)C=CC=CC=1.C(O)CCC.C1CCCCC1>[Cl:1][C:2]1[CH:7]=[CH:6][C:5]([C:8]2([CH2:9][N:10]3[CH:14]=[N:13][CH:12]=[N:11]3)[S:16][CH2:17][CH2:18][O:15]2)=[CH:4][CH:3]=1. Procedure details: To a slurry of 44.3 g 1-(4-chlorophenyl)-2-(1H-1,2,4-triazol-1-yl) ethanone in 800 ml dry toluene and 400 ml 1-butanol was added 31.2 g 2-mercaptoethanol and 51.0 g p-toluenesulfonic acid. The mixture was refluxed under a Dean-Stark trap for 48 hours. On cooling, a white solid precipitated out, which was removed by filtration. The filtrate was evaporated, the residue dissolved in dichloromethane and washed twice with 10% aqueous sodium hydroxide and once with water. The organic layer was dried, ... The reactants are CC1(CCCC2=CC=CC=C12)C(=O)OC (methyl 3,4-dihydro-1-methylnaphthalenecarboxylate), ClC=1C(C(=C(C(C1Cl)=O)C#N)C#N)=O (2,3-dichloro-5,6-dicyano-1,4-benzoquinone). Solvent: C1(=CC=CC=C1)C (toluene). The product is CC1(CC=CC2=CC=CC=C12)C(=O)OC (methyl 1-methylnaphthalenecarboxylate). Isolated yield 73.6%. Reaction SMILES: [CH3:1][C:2]1([C:12]([O:14][CH3:15])=[O:13])[C:11]2[C:6](=[CH:7][CH:8]=[CH:9][CH:10]=2)[CH2:5][CH2:4][CH2:3]1.ClC1C(=O)C(C#N)=C(C#N)C(=O)C=1Cl>C1(C)C=CC=CC=1>[CH3:1][C:2]1([C:12]([O:14][CH3:15])=[O:13])[C:11]2[C:6](=[CH:7][CH:8]=[CH:9][CH:10]=2)[CH:5]=[CH:4][CH2:3]1. Procedure: A mixture of 24 g of methyl 3,4-dihydro-1-methylnaphthalenecarboxylate, 30 g of 2,3-dichloro-5,6-dicyano-1,4-benzoquinone and 400 ml of toluene was heated at reflux for 18 hours. The reaction mixture was then filtered and concentrated in vacuo. Sodium bisulfite solution (150 ml, 25%) was added to the residue, followed by 150 ml of toluene and 50 ml of ether. The latter mixture was washed twice with each of the following: 25% sodium bisulfite solution, concentrated sodium chloride solution, sodiu...